The task is: describe an organic reaction: reactants, conditions, products, and yield. This data is from the Open Reaction Database (ORD), a public repository of structured organic reaction records. Starting materials: CCCOc1ccc2c(c1)C(OS(=O)(=O)F)=C(C(=O)OC)C2c1ccc2c(c1)OCO2, COc1ccc(B(O)O)c(OCc2ccccc2)c1, Cc1ccccc1, CCO, [K+], [K+], O=C([O-])[O-]. The product is CCCOc1ccc2c(c1)C(c1ccc(OC)cc1OCc1ccccc1)=C(C(=O)OC)C2c1ccc2c(c1)OCO2. As a reaction SMILES: [CH3:1][O:2][C:3](=[O:4])[C:5]1=[C:13]([O:14][S:15]([F:16])(=[O:17])=[O:18])[c:12]2[c:7]([cH:8][cH:9][c:10]([O:19][CH2:20][CH2:21][CH3:22])[cH:11]2)[CH:6]1[c:23]1[cH:24][c:25]2[c:26]([cH:30][cH:31]1)[O:27][CH2:28][O:29]2.[CH3:32][O:33][c:34]1[cH:35][c:36]([O:43][CH2:44][c:45]2[cH:46][cH:47][cH:48][cH:49][cH:50]2)[c:37]([B:40]([OH:41])[OH:42])[cH:38][cH:39]1.[CH3:51][c:52]1[cH:53][cH:54][cH:55][cH:56][cH:57]1.[CH3:64][CH2:65][OH:66].[K+:58].[K+:59].[O-:60][C:61]([O-:62])=[O:63]>>[CH3:1][O:2][C:3](=[O:4])[C:5]1=[C:13]([c:37]2[c:36]([O:43][CH2:44][c:45]3[cH:46][cH:47][cH:48][cH:49][cH:50]3)[cH:35][c:34]([O:33][CH3:32])[cH:39][cH:38]2)[c:12]2[c:7]([cH:8][cH:9][c:10]([O:19][CH2:20][CH2:21][CH3:22])[cH:11]2)[CH:6]1[c:23]1[cH:24][c:25]2[c:26]([cH:30][cH:31]1)[O:27][CH2:28][O:29]2. The reactants are Nc1ccc(Cl)c(Oc2cc(Cl)cc(Br)c2)c1[N+](=O)[O-], CO, N#N, O, O, Cl[Sn]Cl. The product is Nc1ccc(Cl)c(Oc2cc(Cl)cc(Br)c2)c1N. Reaction SMILES: [Br:1][c:2]1[cH:3][c:4]([O:5][c:6]2[c:7]([N+:14]([O-:15])=[O:16])[c:8]([NH2:9])[cH:10][cH:11][c:12]2[Cl:13])[cH:17][c:18]([Cl:20])[cH:19]1.[CH3:28][OH:29].[N:26]#[N:27].[OH2:21].[OH2:22].[Sn:23]([Cl:24])[Cl:25]>>[Br:1][c:2]1[cH:3][c:4]([O:5][c:6]2[c:7]([NH2:14])[c:8]([NH2:9])[cH:10][cH:11][c:12]2[Cl:13])[cH:17][c:18]([Cl:20])[cH:19]1. Starting materials: Cc1cnc2nc(S(=O)(=O)Cl)nn2c1, COC(=O)c1cccc(C)c1N, c1ccncc1. Yields the product COC(=O)c1cccc(C)c1NS(=O)(=O)c1nc2ncc(C)cn2n1. As a reaction SMILES: [CH3:13][c:14]1[cH:15][n:16][c:17]2[n:18]([cH:19]1)[n:20][c:21]([S:23](=[O:24])(=[O:25])[Cl:26])[n:22]2.[CH3:1][c:2]1[c:3]([NH2:12])[c:4]([C:5](=[O:6])[O:7][CH3:8])[cH:9][cH:10][cH:11]1.[cH:27]1[cH:28][cH:29][n:30][cH:31][cH:32]1>>[CH3:1][c:2]1[c:3]([NH:12][S:23]([c:21]2[n:20][n:18]3[c:17]([n:16][cH:15][c:14]([CH3:13])[cH:19]3)[n:22]2)(=[O:24])=[O:25])[c:4]([C:5](=[O:6])[O:7][CH3:8])[cH:9][cH:10][cH:11]1.